The task is: describe an organic reaction: reactants, conditions, products, and yield. This data is from the Open Reaction Database (ORD), a public repository of structured organic reaction records. Reactants: NCCS(=O)(=O)O (taurine), Cl (hydrochloric acid), FC(C(=O)N(CCCCCCCCCCCCCCCC)C1=CC=C(C=CC(=O)Cl)C=C1)(F)F (p-(2,2,2-trifluoro-N-hexadecylacetamido)cinnamoyl chloride), [OH-].[Na+] (sodium hydroxide). Run in O (water), C(C)N(CC)CC (triethylamine), O (water), C(C)O (ethanol). Conditions: time 24 hour. Yields the product C(CCCCCCCCCCCCCCC)NC1=CC=C(C=CC(=O)NCCS(=O)(=O)O)C=C1 (N-[4-(hexadecylamino)cinnamoyl]-2-aminoethanesulfonic acid). Reaction SMILES: [NH2:1][CH2:2][CH2:3][S:4]([OH:7])(=[O:6])=[O:5].FC(F)(F)C([N:12]([C:29]1[CH:39]=[CH:38][C:32]([CH:33]=[CH:34][C:35](Cl)=[O:36])=[CH:31][CH:30]=1)[CH2:13][CH2:14][CH2:15][CH2:16][CH2:17][CH2:18][CH2:19][CH2:20][CH2:21][CH2:22][CH2:23][CH2:24][CH2:25][CH2:26][CH2:27][CH3:28])=O.[OH-].[Na+].Cl>O.C(O)C.C(N(CC)CC)C>[CH2:13]([NH:12][C:29]1[CH:30]=[CH:31][C:32]([CH:33]=[CH:34][C:35]([NH:1][CH2:2][CH2:3][S:4]([OH:7])(=[O:6])=[O:5])=[O:36])=[CH:38][CH:39]=1)[CH2:14][CH2:15][CH2:16][CH2:17][CH2:18][CH2:19][CH2:20][CH2:21][CH2:22][CH2:23][CH2:24][CH2:25][CH2:26][CH2:27][CH3:28] |f:2.3|. Procedure details: To a stirred solution of 2.50 g. of taurine and 5.6 ml. of triethylamine in 22.5 ml. of water is added 4.4 g. of p-(2,2,2-trifluoro-N-hexadecylacetamido)cinnamoyl chloride as a solution in 45 ml. of ethanol. After 24 hours, the mixture is treated with 20 ml. of 2.0 M sodium hydroxide and 25 ml. of water. After stirring for 10 min., the mixture is acidified with dilute hydrochloric acid, and the crude product is collected by filtration. Recrystallization affords the title compounds as white solid... Starting materials: FC1=CC=C(C=C1)[C@@H]1[C@H](C(=O)OC)O1 (methyl (2R,3R)-3-(4-fluorophenyl)-2,3-epoxypropionate), [OH-].[Li+] (lithium hydroxide). Solvent: CO (methanol), O (water). Reaction conditions: time 1.5 hour. Yields the product FC1=CC=C(C=C1)[C@@H]1[C@H](C(=O)O)O1 ((2R,3R)-3-(4-fluorophenyl)-2,3-epoxypropionic acid). As a reaction SMILES: [F:1][C:2]1[CH:7]=[CH:6][C:5]([C@H:8]2[O:14][C@H:9]2[C:10]([O:12]C)=[O:11])=[CH:4][CH:3]=1.[OH-].[Li+]>CO.O>[F:1][C:2]1[CH:3]=[CH:4][C:5]([C@H:8]2[O:14][C@H:9]2[C:10]([OH:12])=[O:11])=[CH:6][CH:7]=1 |f:1.2|. Reported procedure: A solution of methyl (2R,3R)-3-(4-fluorophenyl)-2,3-epoxypropionate (206 mg, 1.05 mmol) dissolved in 5 ml of methanol was cooled by an ice bath, and a solution of lithium hydroxide (30 mg, 1.26 mmol) dissolved in water (3 ml) was added to the above solution. After the mixture was stirred at room temperature for 1.5 hours, the reaction mixture was concentrated. While cooling by an ice bath, a 5% citric acid aqueous solution was added to the residue obtained, and the mixture was extracted with chl... The reactants are FC(C1=C(C(=C(C(=N1)C(F)(F)F)C(=O)OCC)CC)SCC)F (6-(Difluoromethyl)-4-ethyl-5-ethylthio-2-(trifluoromethyl)-3-pyridinecarboxylic acid, ethyl ester), C1=CC(=CC(=C1)Cl)C(=O)OO (MCPBA), mixture, C1=CC(=CC(=C1)Cl)C(=O)O (MCBA). Product: FC(C1=C(C(=C(C(=N1)C(F)(F)F)C(=O)OCC)CC)S(=O)CC)F (6-(Difluoromethyl)-4-ethyl-5-ethylsulfinyl-2-(trifluoromethyl)-3-pyridinecarboxylic acid, ethyl ester). Reaction SMILES: [F:1][CH:2]([F:23])[C:3]1[N:8]=[C:7]([C:9]([F:12])([F:11])[F:10])[C:6]([C:13]([O:15][CH2:16][CH3:17])=[O:14])=[C:5]([CH2:18][CH3:19])[C:4]=1[S:20][CH2:21][CH3:22].C1C=C(Cl)C=C(C(OO)=[O:32])C=1.C1C=C(Cl)C=C(C(O)=O)C=1>>[F:23][CH:2]([F:1])[C:3]1[N:8]=[C:7]([C:9]([F:12])([F:10])[F:11])[C:6]([C:13]([O:15][CH2:16][CH3:17])=[O:14])=[C:5]([CH2:18][CH3:19])[C:4]=1[S:20]([CH2:21][CH3:22])=[O:32]. Reported procedure: Prepared from product of Example 5 (7.0 g, 19.6 mmol) and MCPBA (3.98 g of an 85% mixture with MCBA, 19.6 mmol) as described above. Recrystallization (ether/petroleum ether) afforded the product as a white solid (6.56 g).